describe an organic reaction: reactants, conditions, products, and yield From a dataset of the Open Reaction Database (ORD), a public repository of structured organic reaction records. Starting materials: C(#N)C1=C(C=C(C=C1)NC(CC1=C(C=C(C=C1)C=1C=NC(=C(C1)OCC)OCC1=CC=C(C=C1)OC)F)=O)C(F)(F)F (N-(4-cyano-3-(trifluoromethyl)phenyl)-2-(4-(5-ethoxy-6-((4-methoxybenzyl)oxy)pyridin-3-yl)-2-fluorophenyl)acetamide), Cl (HCl). Yields the product C(#N)C1=C(C=C(C=C1)NC(CC1=C(C=C(C=C1)C1=CNC(C(=C1)OCC)=O)F)=O)C(F)(F)F (N-(4-cyano-3-(trifluoro-methyl)phenyl)-2-(4-(5-ethoxy-6-oxo-1,6-dihydropyridin-3-yl)-2-fluorophenyl)acetamide). Isolated yield 24.6%. Reaction SMILES: [C:1]([C:3]1[CH:8]=[CH:7][C:6]([NH:9][C:10](=[O:38])[CH2:11][C:12]2[CH:17]=[CH:16][C:15]([C:18]3[CH:19]=[N:20][C:21]([O:27]CC4C=CC(OC)=CC=4)=[C:22]([O:24][CH2:25][CH3:26])[CH:23]=3)=[CH:14][C:13]=2[F:37])=[CH:5][C:4]=1[C:39]([F:42])([F:41])[F:40])#[N:2].Cl>>[C:1]([C:3]1[CH:8]=[CH:7][C:6]([NH:9][C:10](=[O:38])[CH2:11][C:12]2[CH:17]=[CH:16][C:15]([C:18]3[CH:23]=[C:22]([O:24][CH2:25][CH3:26])[C:21](=[O:27])[NH:20][CH:19]=3)=[CH:14][C:13]=2[F:37])=[CH:5][C:4]=1[C:39]([F:41])([F:42])[F:40])#[N:2]. Procedure details: A solution of N-(4-cyano-3-(trifluoromethyl)phenyl)-2-(4-(5-ethoxy-6-((4-methoxybenzyl)oxy)pyridin-3-yl)-2-fluorophenyl)acetamide (15 mg, 0.026 mmol) in HCl (MeOH (solvate), 5 mL, 0.026 mmol) was stirred at 20° C. After LCMS analysis showed the starting material had disappeared, the solvent was removed in vacuo. The crude product was purified by preparative HPLC to yield a white solid of N-(4-cyano-3-(trifluoro-methyl)phenyl)-2-(4-(5-ethoxy-6-oxo-1,6-dihydropyridin-3-yl)-2-fluorophenyl)acetamide...